From a dataset of the Open Reaction Database (ORD), a public repository of structured organic reaction records. describe an organic reaction: reactants, conditions, products, and yield RXN SMILES: [Mg].[C:2]([O:10][CH2:11][CH3:12])(=[O:9])[CH2:3][C:4]([O:6][CH2:7][CH3:8])=[O:5].C(=O)=O.CC(C)=O.[Cl:20][C:21]1[C:29]([F:30])=[C:28]([CH3:31])[C:27]([F:32])=[CH:26][C:22]=1[C:23](Cl)=[O:24].S(=O)(=O)(O)O>C(O)C.C1(C)C=CC=CC=1.C(Cl)(Cl)(Cl)Cl>[Cl:20][C:21]1[C:29]([F:30])=[C:28]([CH3:31])[C:27]([F:32])=[CH:26][C:22]=1[C:23]([CH:3]([C:4]([O:6][CH2:7][CH3:8])=[O:5])[C:2]([O:10][CH2:11][CH3:12])=[O:9])=[O:24] |f:2.3|. Run at time 1 hour. Procedure: 4.5 g of magnesium chips are suspended in 10 ml of anhydrous ethanol. 1 ml of carbon tetrachloride is added and, when the reaction has started, a mixture of 29.7 g of diethyl malonate, 20 ml of absolute ethanol and 80 ml of anhydrous toluene is added dropwise at 50°-60° C. The mixture is then heated at 50°-60° C. for a further hour and cooled to -5° C. to -10° C. with dry ice/acetone and a solution of 41.7 g of 2-chloro-3,5-difluoro-4-methylbenzoyl chloride in 20 ml of absolute toluene is slowly... Yields the product ClC1=C(C(=O)C(C(=O)OCC)C(=O)OCC)C=C(C(=C1F)C)F (diethyl 2-chloro-3,5-difluoro-4-methylbenzoyl-malonate). The reactants are ClC1=C(C(=O)Cl)C=C(C(=C1F)C)F (2-chloro-3,5-difluoro-4-methylbenzoyl chloride), C(CC(=O)OCC)(=O)OCC (diethyl malonate), ice water, S(O)(O)(=O)=O (sulphuric acid), C(=O)=O.CC(=O)C (dry ice acetone), [Mg] (magnesium). Solvent: C1(=CC=CC=C1)C (toluene), C(Cl)(Cl)(Cl)Cl (carbon tetrachloride), C1(=CC=CC=C1)C (toluene), C(C)O (ethanol), C(C)O (ethanol). Isolated yield 100.7%. Starting materials: OC1C2C3N=NC3C1C=C2 (9-hydroxy-3,4-diazatricyclo[4,2,1,02,5 ]-nona-3,7-diene), ClC1=CC=C(C=C1)N=[N+]=[N-] (p-chlorophenyl azide). The solvent is C1(=CC=CC=C1)C (toluene). Yields the product ClC1=CC=C(C=C1)N1C23CC4N=NC4C(C2N=N1)C3O (8-(4-chlorophenyl)-12-hydroxy-3,4,8,9,10-pentazatetracyclo[5,4,1,02,5,07,11 ]dodeca-3,9-diene). Reaction SMILES: [OH:1][CH:2]1[CH:8]2[CH:9]=[CH:10][CH:3]1[CH:4]1[CH:7]2[N:6]=[N:5]1.[Cl:11][C:12]1[CH:17]=[CH:16][C:15]([N:18]=[N+:19]=[N-:20])=[CH:14][CH:13]=1>C1(C)C=CC=CC=1>[Cl:11][C:12]1[CH:17]=[CH:16][C:15]([N:18]2[N:19]=[N:20][CH:9]3[C:10]42[CH:2]([OH:1])[CH:8]3[CH:7]2[CH:4]([N:5]=[N:6]2)[CH2:3]4)=[CH:14][CH:13]=1. Reported procedure: 30 parts of 9-hydroxy-3,4-diazatricyclo[4,2,1,02,5 ]-nona-3,7-diene and 34 parts of p-chlorophenyl azide in 100 parts of toluene were heated at 80° C. for 3 hours, while stirring. The mixture was evaporated down in a rotary evaporator at from 20° to 40° C. and under 20 mbar, after which the residue was digested successively with 100 parts of diethyl ether and 100 parts of petroleum ether, and the product was dried at 20° C. under 1 mbar. 59 parts (92 mole %) of 8-(4-chlorophenyl)-12-hydroxy-3,4,... Starting materials: CCN(C(C)C)C(C)C, CCC(CC)n1c(O)nc2ncc(Cl)c(C=O)c21, ClCCl, Cl, NO. Reaction SMILES: [CH:19]([N:20]([CH2:21][CH3:22])[CH:23]([CH3:24])[CH3:25])([CH3:26])[CH3:27].[Cl:1][c:2]1[c:3]([CH:17]=[O:18])[c:4]2[c:5]([n:6][cH:7]1)[n:8][c:9]([OH:16])[n:10]2[CH:11]([CH2:12][CH3:13])[CH2:14][CH3:15].[Cl:31][CH2:32][Cl:33].[ClH:28].[NH2:29][OH:30]>>[Cl:1][c:2]1[c:3]([CH:17]=[N:29][OH:30])[c:4]2[c:5]([n:6][cH:7]1)[n:8][c:9]([OH:16])[n:10]2[CH:11]([CH2:12][CH3:13])[CH2:14][CH3:15]. Product: CCC(CC)n1c(O)nc2ncc(Cl)c(C=NO)c21. The reactants are [H][H] (Hydrogen), OC(C(C)NC1=NC=C(C=2NC=3C=C(C=CC3C21)C#CC=2C=NC=CC2)C(=O)N)(C)C (1-[(2-hydroxy-1,2-dimethylpropyl)amino]-7-(pyridin-3-ylethynyl)-5H-pyrido[4,3-b]indole-4-carboxamide). The reagents and catalysts are [Pd] (Pd/C). The solvent is CCO (EtOH). Yields the product OC(C(C)NC1=NC=C(C=2NC=3C=C(C=CC3C21)CCC=2C=NC=CC2)C(=O)N)(C)C (1-[(2-Hydroxy-1,2-dimethylpropyl)amino]-7-(2-pyridin-3-ylethyl)-5H-pyrido[4,3-b]indole-4-carboxamide). Reaction SMILES: [H][H].[OH:3][C:4]([CH3:33])([CH3:32])[CH:5]([NH:7][C:8]1[C:20]2[C:19]3[CH:18]=[CH:17][C:16]([C:21]#[C:22][C:23]4[CH:24]=[N:25][CH:26]=[CH:27][CH:28]=4)=[CH:15][C:14]=3[NH:13][C:12]=2[C:11]([C:29]([NH2:31])=[O:30])=[CH:10][N:9]=1)[CH3:6]>CCO.[Pd]>[OH:3][C:4]([CH3:32])([CH3:33])[CH:5]([NH:7][C:8]1[C:20]2[C:19]3[CH:18]=[CH:17][C:16]([CH2:21][CH2:22][C:23]4[CH:24]=[N:25][CH:26]=[CH:27][CH:28]=4)=[CH:15][C:14]=3[NH:13][C:12]=2[C:11]([C:29]([NH2:31])=[O:30])=[CH:10][N:9]=1)[CH3:6]. Procedure details: Hydrogen was bubbled through a solution of 1-[(2-hydroxy-1,2-dimethylpropyl)amino]-7-(pyridin-3-ylethynyl)-5H-pyrido[4,3-b]indole-4-carboxamide (10 mg, 0.024 mmol) and Pd/C (10%, 2.6 mg) in EtOH (1.3 mL). After complete conversion, the mixture was purged with nitrogen, filtered through a pad of Celite, and concentrate to afford the title compound. LRMS (APCI) calc'd for (C24H27N5O2) [M+H]+, 418.2. found 418.2. Starting materials: O1C(=CC=C1)C=1CC(=NN1)C(=O)O (5-(2-furyl)-4H-pyrazole-3-carboxylic acid), NC(CN1N=C(C=C1)C1=CC(=C(C#N)C=C1)C)(C)C (4-(1-(2-amino-2-methylpropyl)-1H-pyrazol-3-yl)-2-methylbenzonitrile). The product is C(#N)C1=C(C=C(C=C1)C1=NN(C=C1)CC(C)(C)NC(=O)C1=CC(=NN1)C=1OC=CC1)C (N-(1-(3-(4-cyano-3-methylphenyl)-1H-pyrazol-1-yl)-2-methylpropan-2-yl)-3-(furan-2-yl)-1H-pyrazole-5-carboxamide), product. As a reaction SMILES: [O:1]1[CH:5]=[CH:4][CH:3]=[C:2]1[C:6]1[CH2:7][C:8]([C:11]([OH:13])=O)=[N:9][N:10]=1.[NH2:14][C:15]([CH3:32])([CH3:31])[CH2:16][N:17]1[CH:21]=[CH:20][C:19]([C:22]2[CH:29]=[CH:28][C:25]([C:26]#[N:27])=[C:24]([CH3:30])[CH:23]=2)=[N:18]1>>[C:26]([C:25]1[CH:28]=[CH:29][C:22]([C:19]2[CH:20]=[CH:21][N:17]([CH2:16][C:15]([NH:14][C:11]([C:8]3[NH:9][N:10]=[C:6]([C:2]4[O:1][CH:5]=[CH:4][CH:3]=4)[CH:7]=3)=[O:13])([CH3:31])[CH3:32])[N:18]=2)=[CH:23][C:24]=1[CH3:30])#[N:27]. Reported procedure: The title compound was prepared using the method of Example 54 but starting from 5-(2-furyl)-4H-pyrazole-3-carboxylic acid (56 mg; 0.32 mmol) and 4-(1-(2-amino-2-methylpropyl)-1H-pyrazol-3-yl)-2-methylbenzonitrile (80 mg; 0.32 mmol). Crude product was purified by chromatography (CombiFlash, silica-C18 column, eluent: 0-100% ACN/water) to obtain 16 mg of the product which was further purified by preparative HPLC (Waters Deltaprep 4000, SymmPrep 56.2, 25-80% ACN/AcONH4) to obtain 5.3 mg of he titl... Starting materials: C(C=C)(=O)OC (methyl acrylate), C(CCCCCCCCCCC)S (1-dodecanethiol). The reagents and catalysts are O[Li].O (LiOH·H2O). Run at time 20 minute. The product is C(CCCCCCCCCCC)SCCC(=O)OC (3-(n-dodecylthio)-propanoic acid, methyl ester). Isolated yield 100.8%. Reaction SMILES: [CH2:1]([SH:13])[CH2:2][CH2:3][CH2:4][CH2:5][CH2:6][CH2:7][CH2:8][CH2:9][CH2:10][CH2:11][CH3:12].[C:14]([O:18][CH3:19])(=[O:17])[CH:15]=[CH2:16]>O[Li].O>[CH2:1]([S:13][CH2:16][CH2:15][C:14]([O:18][CH3:19])=[O:17])[CH2:2][CH2:3][CH2:4][CH2:5][CH2:6][CH2:7][CH2:8][CH2:9][CH2:10][CH2:11][CH3:12] |f:2.3|. Reported procedure: Into the same type of equipment used in Example 1 was charged 405 grams of 98% 1-dodecanethiol with stirring to 1.0 grams of LiOH·H2O and 181 grams of 99% methyl acrylate. The addition was over a period of 20 minutes and the temperature increased to 80°-85° C. The reaction was stirred an extra 2 hours at 85°-95° C. The reaction mixture was then stripped at 122° C. and 10 mm pressure. 582 grams of product was obtained. Product analysis by GC indicated a purity of 92.1%.